Dataset: the Open Reaction Database (ORD), a public repository of structured organic reaction records. Task: describe an organic reaction: reactants, conditions, products, and yield The reactants are CCOC(=O)C (EtOAc), BrC=1SC2=C(N1)C=C(C(=C2C2=CC=C(C=C2)Cl)[C@@H](C(=O)OCC)OC(C)(C)C)C ((S)-ethyl 2-(2-bromo-7-(4-chlorophenyl)-5-methylbenzo[d]thiazol-6-yl)-2-tert-butoxyacetate), CNC1=C(C=C(C=C1)B1OC(C(O1)(C)C)(C)C)[N+](=O)[O-] (N-methyl-2-nitro-4-(4,4,5,5-tetramethyl-1,3,2-dioxaborolan-2-yl)aniline), C([O-])([O-])=O.[K+].[K+] (potassium carbonate). The reagents and catalysts are C=1C=CC(=CC1)[P](C=2C=CC=CC2)(C=3C=CC=CC3)[Pd]([P](C=4C=CC=CC4)(C=5C=CC=CC5)C=6C=CC=CC6)([P](C=7C=CC=CC7)(C=8C=CC=CC8)C=9C=CC=CC9)[P](C=1C=CC=CC1)(C=1C=CC=CC1)C=1C=CC=CC1 (Pd(PPh3)4). Run in O (H2O), O1CCOCC1 (1,4-dioxane). Conditions: temperature 105 celsius, time 3 hour. Yields the product C(C)(C)(C)O[C@H](C(=O)OCC)C1=C(C2=C(N=C(S2)C2=CC(=C(C=C2)NC)[N+](=O)[O-])C=C1C)C1=CC=C(C=C1)Cl ((S)-ethyl 2-tert-butoxy-2-(7-(4-chlorophenyl)-5-methyl-2-(4-(methylamino)-3-nitrophenyl)benzo[d]thiazol-6-yl)acetate). As a reaction SMILES: Br[C:2]1[S:3][C:4]2[C:10]([C:11]3[CH:16]=[CH:15][C:14]([Cl:17])=[CH:13][CH:12]=3)=[C:9]([C@H:18]([O:24][C:25]([CH3:28])([CH3:27])[CH3:26])[C:19]([O:21][CH2:22][CH3:23])=[O:20])[C:8]([CH3:29])=[CH:7][C:5]=2[N:6]=1.[CH3:30][NH:31][C:32]1[CH:37]=[CH:36][C:35](B2OC(C)(C)C(C)(C)O2)=[CH:34][C:33]=1[N+:47]([O-:49])=[O:48].C(=O)([O-])[O-].[K+].[K+].CCOC(C)=O>O1CCOCC1.C1C=CC([P]([Pd]([P](C2C=CC=CC=2)(C2C=CC=CC=2)C2C=CC=CC=2)([P](C2C=CC=CC=2)(C2C=CC=CC=2)C2C=CC=CC=2)[P](C2C=CC=CC=2)(C2C=CC=CC=2)C2C=CC=CC=2)(C2C=CC=CC=2)C2C=CC=CC=2)=CC=1.O>[C:25]([O:24][C@@H:18]([C:9]1[C:8]([CH3:29])=[CH:7][C:5]2[N:6]=[C:2]([C:35]3[CH:36]=[CH:37][C:32]([NH:31][CH3:30])=[C:33]([N+:47]([O-:49])=[O:48])[CH:34]=3)[S:3][C:4]=2[C:10]=1[C:11]1[CH:16]=[CH:15][C:14]([Cl:17])=[CH:13][CH:12]=1)[C:19]([O:21][CH2:22][CH3:23])=[O:20])([CH3:28])([CH3:27])[CH3:26] |f:2.3.4,^1:71,73,92,111|. Procedure: To a solution of (S)-ethyl 2-(2-bromo-7-(4-chlorophenyl)-5-methylbenzo[d]thiazol-6-yl)-2-tert-butoxyacetate (497 mg, 1.00 mmol) in 1,4-dioxane (6 mL) was added N-methyl-2-nitro-4-(4,4,5,5-tetramethyl-1,3,2-dioxaborolan-2-yl)aniline (417 mg, 1.50 mmol), Pd(PPh3)4 (58 mg, 0.05 mmol) and potassium carbonate solution (2 M aqueous, 1.5 mL, 3.0 mmol). The reaction mixture was stirred at 105° C. for 3 h and was then cooled to rt. EtOAc and H2O were added. The layers were separated, and the organic laye... Reactants: N12CCC(CC1)(CC2)CO (Quinuclidin-4-ylmethanol), S(C)(=O)(=O)[O-] (mesylate), [C-]#N.[Na+] (sodium cyanide), S(C)(=O)(=O)[O-] (mesylate), CS(=O)(=O)Cl (methane sulphonyl chloride). Run in C(C)N(CC)CC (triethylamine), CN(C=O)C (dimethylformamide), C(Cl)(Cl)Cl (chloroform). Yields the product N12CCC(CC1)(CC2)CC#N (Quinuclidine-4-acetonitrile). The yield is 71.3%. Reaction SMILES: [N:1]12[CH2:8][CH2:7][C:4]([CH2:9]O)([CH2:5][CH2:6]1)[CH2:3][CH2:2]2.S([O-])(=O)(=O)C.CS(Cl)(=O)=O.[C-:21]#[N:22].[Na+]>C(Cl)(Cl)Cl.CN(C)C=O.C(N(CC)CC)C>[N:1]12[CH2:8][CH2:7][C:4]([CH2:9][C:21]#[N:22])([CH2:5][CH2:6]1)[CH2:3][CH2:2]2 |f:3.4|. Reported procedure: Quinuclidin-4-ylmethanol (1.94 g, 0.014 moles) was converted to the corresponding mesylate by treatment with methane sulphonyl chloride and triethylamine in chloroform. The mesylate was dissolved in dimethylformamide (50 ml) and treated with sodium cyanide (1.4 g, 0.028 moles) at 120° C. for 18 hours. The mixture was cooled and concentrated in vacuo. The residue was partitioned between saturated potassium carbonate and chloroform. The organic layer was separated and dried (Na2SO4), filtered and ... Starting materials: FC(C(CC(=O)OC)=O)C (methyl 4-fluoro-3-oxopentanoate), CO.C[O-].[Na+] (sodium methoxide methanol), C(C)(=O)O.C(=N)N (formamidine acetate), C(C)(=O)O.C(=N)N (formamidine acetate), S(O)(O)(=O)=O (sulfuric acid), O (water). Run in CO (methanol). Conditions: temperature 40 celsius, time 12 hour. Product: FC(C)C1=CC(NC=N1)=O (6-(1-fluoroethyl)-4-pyrimidone). Yield: 65.0%. As a reaction SMILES: CO.C[O-].[Na+].C(O)(=O)C.[CH:10]([NH2:12])=[NH:11].S(=O)(=O)(O)O.O.[F:19][CH:20]([CH3:28])[C:21](=O)[CH2:22][C:23](OC)=[O:24]>CO>[F:19][CH:20]([C:21]1[N:12]=[CH:10][NH:11][C:23](=[O:24])[CH:22]=1)[CH3:28] |f:0.1.2,3.4|. Reported procedure: To a solution in which 9.33 g of methyl 4-fluoro-3-oxopentanoate had been dissolved in 115 ml of methanol were successively added 36.5 g of a 28% sodium methoxide methanol solution and 9.84 g of formamidine acetate at room temperature, and the mixture was stirred at 40° C. for 12 hours. To the mixture was further added 0.66 g of formamidine acetate and after stirring the mixture at 50° C. for 2 hours, the mixture was cooled to 10° C. or lower. After cooling, a mixture of 9.51 g of conc. sulfuric... Starting materials: C(C)OC(=O)C1=CC=C(C=C1)N\C(\C1=CC=CC=C1)=C\1/C(NC2=CC=CC=C12)=O ((Z)-3-[1-(4-ethoxycarbonyl-phenylamino]-1-phenyl-methylidene]-2-indolinone), [OH-].[Na+] (sodium hydroxide). Product: C(=O)(O)C1=CC=C(C=C1)N\C(\C1=CC=CC=C1)=C\1/C(NC2=CC=CC=C12)=O ((Z)-3-[1-(4-carboxy-phenylamino)-1-phenyl-methylidene]-2-indolinone). Run in C(C)O (ethanol). Procedure: Prepared analogously to Example 8 from (Z)-3-[1-(4-ethoxycarbonyl-phenylamino]-1-phenyl-methylidene]-2-indolinone and sodium hydroxide solution in ethanol. RXN SMILES: C([O:3][C:4]([C:6]1[CH:11]=[CH:10][C:9]([NH:12]/[C:13](=[C:20]2\[C:21](=[O:29])[NH:22][C:23]3[C:28]\2=[CH:27][CH:26]=[CH:25][CH:24]=3)/[C:14]2[CH:19]=[CH:18][CH:17]=[CH:16][CH:15]=2)=[CH:8][CH:7]=1)=[O:5])C.[OH-].[Na+]>C(O)C>[C:4]([C:6]1[CH:7]=[CH:8][C:9]([NH:12]/[C:13](=[C:20]2\[C:21](=[O:29])[NH:22][C:23]3[C:28]\2=[CH:27][CH:26]=[CH:25][CH:24]=3)/[C:14]2[CH:19]=[CH:18][CH:17]=[CH:16][CH:15]=2)=[CH:10][CH:11]=1)([OH:5])=[O:3] |f:1.2|. Reactants: Cl.NN1CC2=C(C=CC(=C2C1)Cl)Cl (2-amino-4,7-dichloroisoindoline hydrochloride), C(C)(=O)N1C(NCC1)=O (1-acetylimidazolidin-2-one). Run in P(=O)(Cl)(Cl)Cl (phosphorus oxychloride). The product is ClC1=C2CN(CC2=C(C=C1)Cl)NC=1NCCN1 (4,7-Dichloro-2-(2-imidazolin-2-ylamino)-isoindoline). Isolated yield 50.9%. Reaction SMILES: Cl.[NH2:2][N:3]1[CH2:11][C:10]2[C:5](=[C:6]([Cl:13])[CH:7]=[CH:8][C:9]=2[Cl:12])[CH2:4]1.C([N:17]1[CH2:21][CH2:20][NH:19][C:18]1=O)(=O)C>P(Cl)(Cl)(Cl)=O>[Cl:13][C:6]1[CH:7]=[CH:8][C:9]([Cl:12])=[C:10]2[C:5]=1[CH2:4][N:3]([NH:2][C:18]1[NH:19][CH2:20][CH2:21][N:17]=1)[CH2:11]2 |f:0.1|. Procedure: 5.9 g (0.025M) of 2-amino-4,7-dichloroisoindoline hydrochloride and 3,6 g (0.028M) of 1-acetylimidazolidin-2-one are heated to 100° C. over 2 hours in 50 ml of phosphorus oxychloride. The Cl3OP is evaporated off and the residue dissolved in 100 ml of ethanol and heated to the boiling point for 1 hour to eliminate the acetyl group. The solvent is drawn off in the vacuum, the residue picked up in water, alkalized with dilute sodium hydroxide solution, and extracted with chloroform. The chloroform ... Starting materials: C(C1=CC=CC=C1)O (benzyl alcohol), ice water, [H-].[Na+] (sodium hydride), [H][H] (hydrogen), CC(C)C=1N=C(OC1OCC)C1=C(C=CC=C1F)Cl (4-(2-propyl)-5-ethoxy-2-(chloro-6-fluorophenyl)oxazole). The solvent is CN(C)C=O (DMF), CN(C)C=O (DMF). Conditions: temperature 70 celsius, time 5 hour. The product is CC(C)C=1N=C(OC1OCC)C1=C(C=CC=C1Cl)OCC1=CC=CC=C1 (4-(2-propyl)-5-ethoxy-2-(2-benzyloxy-6-chlorophenyl)oxazole). Reaction SMILES: [CH2:1]([OH:8])[C:2]1[CH:7]=[CH:6][CH:5]=[CH:4][CH:3]=1.[H-].[Na+].[H][H].[CH3:13][CH:14]([C:16]1[N:17]=[C:18]([C:24]2[C:29](F)=[CH:28][CH:27]=[CH:26][C:25]=2[Cl:31])[O:19][C:20]=1[O:21][CH2:22][CH3:23])[CH3:15]>CN(C=O)C>[CH3:13][CH:14]([C:16]1[N:17]=[C:18]([C:24]2[C:25]([Cl:31])=[CH:26][CH:27]=[CH:28][C:29]=2[O:8][CH2:1][C:2]2[CH:7]=[CH:6][CH:5]=[CH:4][CH:3]=2)[O:19][C:20]=1[O:21][CH2:22][CH3:23])[CH3:15] |f:1.2|. Procedure details: To 20 ml DMF solution containing 0.39 g benzyl alcohol, was added 60% sodium hydride in an amount of 0.16 g. After the end of hydrogen gas generation, DMF solution containing 1.0 g 4-(2-propyl)-5-ethoxy-2-(chloro-6-fluorophenyl)oxazole was added to the solution while keeping at −10° C. The solution reacted was heated up to 70° C. and then stirred for 5 hours. After completing the reaction, the solution reacted was poured into ice water and then extracted with ethyl acetate. The organic layer obt...